This data is from the Open Reaction Database (ORD), a public repository of structured organic reaction records. The task is: describe an organic reaction: reactants, conditions, products, and yield The solvent is CN(C)C=O (DMF). Run at temperature 80 celsius. The product is OCC(CO)N1C=NC2=C(C1=O)C(=CC(N2C)=O)NC2=C(C=C(C=C2)I)F (3-(1,3-dihydroxypropan-2-yl)-5-(2-fluoro-4-iodophenylamino)-8-methylpyrido[2,3-d]pyrimidine-4,7(3H,8H)-dione), Example 24. Isolated yield 66.0%. Procedure: To a mixture of 3-(2,4-dinitrophenyl)-5-(2-fluoro-4-iodophenylamino)-8-methylpyrido[2,3-d]pyrimidine-4,7(3H,8H)-dione 24A (18 mg, 0.03 mmol, 1 eq) in DMF (0.3 mL) was added 2-aminopropane-1,3-diol (29 mg, 0.3 mmol, 10 eq). The reaction mixture was heated at 80° C. for 5 hours. The solvent was removed under vacuum and the residue was purified by preparatory LC/MS (30-55% CH3CN in H2O) to yield 3-(1,3-dihydroxypropan-2-yl)-5-(2-fluoro-4-iodophenylamino)-8-methylpyrido[2,3-d]pyrimidine-4,7(3H,8H)-d... As a reaction SMILES: [N+](C1C=C([N+]([O-])=O)C=CC=1N1[C:18](=[O:19])[C:17]2[C:20]([NH:26][C:27]3[CH:32]=[CH:31][C:30]([I:33])=[CH:29][C:28]=3[F:34])=[CH:21][C:22](=[O:25])[N:23]([CH3:24])[C:16]=2[N:15]=[CH:14]1)([O-])=O.[NH2:35][CH:36]([CH2:39][OH:40])[CH2:37][OH:38]>CN(C=O)C>[OH:38][CH2:37][CH:36]([N:35]1[C:18](=[O:19])[C:17]2[C:20]([NH:26][C:27]3[CH:32]=[CH:31][C:30]([I:33])=[CH:29][C:28]=3[F:34])=[CH:21][C:22](=[O:25])[N:23]([CH3:24])[C:16]=2[N:15]=[CH:14]1)[CH2:39][OH:40]. The reactants are [N+](=O)([O-])C1=C(C=CC(=C1)[N+](=O)[O-])N1C=NC2=C(C1=O)C(=CC(N2C)=O)NC2=C(C=C(C=C2)I)F (3-(2,4-dinitrophenyl)-5-(2-fluoro-4-iodophenylamino)-8-methylpyrido[2,3-d]pyrimidine-4,7(3H,8H)-dione), NC(CO)CO (2-aminopropane-1,3-diol). Procedure details: To a 63% solution of N,N'-diacetyl-L-cystine in water (67 mmole, 21.8 g) was added N,N'-dibenzylethylenediamine (67 mmole, 16.0 g). The exothermic reaction gave a slightly oily product which could be recrystallised from water to give 12.0 g (32%) of the title substance as white crystalline needles. The product is C(C1=CC=CC=C1)[NH2+]CC[NH2+]CC1=CC=CC=C1.C(C)(=O)N[C@@H](CSSC[C@@H](C(=O)[O-])NC(C)=O)C(=O)[O-] (N,N'-dibenzylethylenediarniniurn N,N'-diacetyl-L-cystinate). Reaction SMILES: [C:1]([NH:4][C@H:5]([C:18]([OH:20])=[O:19])[CH2:6][S:7][S:8][CH2:9][C@H:10]([NH:14][C:15](=[O:17])[CH3:16])[C:11]([OH:13])=[O:12])(=[O:3])[CH3:2].O.[CH2:22]([NH:29][CH2:30][CH2:31][NH:32][CH2:33][C:34]1[CH:39]=[CH:38][CH:37]=[CH:36][CH:35]=1)[C:23]1[CH:28]=[CH:27][CH:26]=[CH:25][CH:24]=1>>[CH2:22]([NH2+:29][CH2:30][CH2:31][NH2+:32][CH2:33][C:34]1[CH:39]=[CH:38][CH:37]=[CH:36][CH:35]=1)[C:23]1[CH:24]=[CH:25][CH:26]=[CH:27][CH:28]=1.[C:15]([NH:14][C@H:10]([C:11]([O-:13])=[O:12])[CH2:9][S:8][S:7][CH2:6][C@H:5]([NH:4][C:1](=[O:3])[CH3:2])[C:18]([O-:20])=[O:19])(=[O:17])[CH3:16] |f:3.4|. The reactants are solution, C(C)(=O)N[C@@H](CSSC[C@@H](C(=O)O)NC(C)=O)C(=O)O (N,N'-diacetyl-L-cystine), O (water), C(C1=CC=CC=C1)NCCNCC1=CC=CC=C1 (N,N'-dibenzylethylenediamine).